Dataset: the Open Reaction Database (ORD), a public repository of structured organic reaction records. Task: describe an organic reaction: reactants, conditions, products, and yield Reactants: CC(C1=CC=CC=C1)(C)N (α,α-dimethylbenzylamine), C1(=CC=CC=C1)P(C1=CC=CC=C1)C1=CC=CC=C1 (triphenylphosphine), C(CNC(=O)C1=CC=CC=C1)(=O)O (hippuric acid), C1=CC=NC(=C1)SSC2=CC=CC=N2 (2,2'-dipyridyl disulfide). The solvent is C(Cl)Cl (methylene chloride). The product is CC(C1=CC=CC=C1)(C)NC(CNC(C1=CC=CC=C1)=O)=O (N-(α,α-Dimethylbenzyl)-2-benzoylaminoacetamide). The yield is 89.9%. RXN SMILES: [CH3:1][C:2]([NH2:10])([CH3:9])[C:3]1[CH:8]=[CH:7][CH:6]=[CH:5][CH:4]=1.C1(P(C2C=CC=CC=2)C2C=CC=CC=2)C=CC=CC=1.[C:30](O)(=[O:41])[CH2:31][NH:32][C:33]([C:35]1[CH:40]=[CH:39][CH:38]=[CH:37][CH:36]=1)=[O:34].C1C=C(SSC2N=CC=CC=2)N=CC=1>C(Cl)Cl>[CH3:1][C:2]([NH:10][C:30](=[O:41])[CH2:31][NH:32][C:33](=[O:34])[C:35]1[CH:36]=[CH:37][CH:38]=[CH:39][CH:40]=1)([CH3:9])[C:3]1[CH:8]=[CH:7][CH:6]=[CH:5][CH:4]=1. Reported procedure: 1.0 g of α,α-dimethylbenzylamine and 1.95 g of triphenylphosphine were dissolved in 100 ml of anhydrous methylene chloride. 1.33 g of hippuric acid and 1.63 g of 2,2'-dipyridyl disulfide were added in that order to the solution, and the mixture was heated under reflux for 2 hours. At the end of this time, the reaction solution was washed with a 10% w/v aqueous solution of sodium hydroxide and then with 1N aqueous hydrochloric acid, and dried over anhydrous sodium sulfate After concentration of t... As a reaction SMILES: [CH2:42]([Cl:43])[Cl:44].[CH3:23][c:24]1[s:25][c:26]([CH2:30][c:31]2[cH:32][cH:33][cH:34][cH:35][cH:36]2)[cH:27][c:28]1[CH3:29].[CH3:46][N:47]([CH3:48])[CH:49]=[O:50].[CH:1]1([c:6]2[cH:7][c:8]([C:9](=[O:10])[OH:11])[cH:12][cH:13][c:14]2[O:15][CH3:16])[CH2:2][CH2:3][CH2:4][CH2:5]1.[Cl:17][C:18]([C:19]([Cl:20])=[O:21])=[O:22].[OH2:45].[Sn:37]([Cl:38])([Cl:39])([Cl:40])[Cl:41]>>[CH:1]1([c:6]2[cH:7][c:8]([C:9](=[O:11])[c:27]3[c:26]([CH2:30][c:31]4[cH:32][cH:33][cH:34][cH:35][cH:36]4)[s:25][c:24]([CH3:23])[c:28]3[CH3:29])[cH:12][cH:13][c:14]2[O:15][CH3:16])[CH2:2][CH2:3][CH2:4][CH2:5]1. Product: COc1ccc(C(=O)c2c(Cc3ccccc3)sc(C)c2C)cc1C1CCCC1. Reactants: ClCCl, Cc1cc(Cc2ccccc2)sc1C, CN(C)C=O, COc1ccc(C(=O)O)cc1C1CCCC1, O=C(Cl)C(=O)Cl, O, Cl[Sn](Cl)(Cl)Cl. Starting materials: O=C=O, CP1(=O)CCC(C(=O)O)(C(=O)O)CC1, O. The product is CP1(=O)CCC(C(=O)O)CC1. As a reaction SMILES: [C:15](=[O:16])=[O:17].[CH3:1][P:2]1(=[O:14])[CH2:3][CH2:4][C:5]([C:8](=[O:9])[OH:10])([C:11]([OH:12])=[O:13])[CH2:6][CH2:7]1.[OH2:18]>>[CH3:1][P:2]1(=[O:14])[CH2:3][CH2:4][CH:5]([C:8](=[O:9])[OH:10])[CH2:6][CH2:7]1. Reactants: C(C)(=O)N1CCCCC2=C1C=CC(=C2)O (1-Acetyl-7-hydroxy-2,3,4,5-tetrahydro-1H-benzazepine), BrN1C(CCC1=O)=O (N-bromosuccinimide). Run in C(C)(=O)OCC (ethyl acetate), CC(=O)O (AcOH). Reaction conditions: time 30 minute. Product: C(C)(=O)N1CCCCC2=C1C=C(C(=C2)O)Br (1-Acetyl-8-bromo-7-hydroxy-2,3,4,5-tetrahydro-1H-benzazepine). Yield: 30.7%. RXN SMILES: [C:1]([N:4]1[C:10]2[CH:11]=[CH:12][C:13]([OH:15])=[CH:14][C:9]=2[CH2:8][CH2:7][CH2:6][CH2:5]1)(=[O:3])[CH3:2].[Br:16]N1C(=O)CCC1=O>CC(O)=O.C(OCC)(=O)C>[C:1]([N:4]1[C:10]2[CH:11]=[C:12]([Br:16])[C:13]([OH:15])=[CH:14][C:9]=2[CH2:8][CH2:7][CH2:6][CH2:5]1)(=[O:3])[CH3:2]. Reported procedure: 1-Acetyl-7-hydroxy-2,3,4,5-tetrahydro-1H-benzazepine (D24, 2.81 g, 14 mmol) was stirred in glacial AcOH (50 ml) as N-bromosuccinimide (2.69 g, 15 mmol) was added portionwise over 20 min. The mixture was stirred for 30 min, diluted with ethyl acetate (500 ml), washed with water, K2CO3 solution and brine, dried (Na2SO4) and evaporated to give a tan solid, shown by NMR and TLC to be a mixture of dibromo and mono-bromo isomers. Chromatography on silica, eluting with 0-25% ethyl acetate/dichlorometha... Reactants: C(=O)(O)[O-].[Na+] (NaHCO3), C(C1=CC=CC=C1)N (Benzylamine), C(C)(C)(C)OC(=O)N1[C@@H]([C@H]2CC(C[C@H]2C1)C)C=O ((1S,2S,5R)-2-formyl-7-methyl-3-aza-bicyclo[3.3.0]-octane-3-carboxylic acid tert.-butyl ester), [BH-](OC(=O)C)(OC(=O)C)OC(=O)C.[Na+] (NaBH(OAc)3). The solvent is CC(OCC)=O.CCCCCCC (EA n-heptane), C(Cl)(Cl)Cl (chloroform). Conditions: time 16 hour. Yields the product C(C)(C)(C)OC(=O)N1[C@@H]([C@H]2CC(C[C@H]2C1)C)CNCC1=CC=CC=C1 ((1S,2S,5R)-2-(benzylamino-methyl)-7-methyl-3-aza-bicyclo[3.3.0]-octane-3-carboxylic acid tert.-butyl ester). RXN SMILES: [CH2:1]([NH2:8])[C:2]1[CH:7]=[CH:6][CH:5]=[CH:4][CH:3]=1.[C:9]([O:13][C:14]([N:16]1[CH2:23][C@H:22]2[C@H:18]([CH2:19][CH:20]([CH3:24])[CH2:21]2)[C@H:17]1[CH:25]=O)=[O:15])([CH3:12])([CH3:11])[CH3:10].[BH-](OC(C)=O)(OC(C)=O)OC(C)=O.[Na+].C([O-])(O)=O.[Na+]>C(Cl)(Cl)Cl.CC(=O)OCC.CCCCCCC>[C:9]([O:13][C:14]([N:16]1[CH2:23][C@H:22]2[C@H:18]([CH2:19][CH:20]([CH3:24])[CH2:21]2)[C@H:17]1[CH2:25][NH:8][CH2:1][C:2]1[CH:7]=[CH:6][CH:5]=[CH:4][CH:3]=1)=[O:15])([CH3:12])([CH3:10])[CH3:11] |f:2.3,4.5,7.8|. Procedure: Benzylamine (0.155 mL, 1.75 eq) was added to a solution of (1S,2S,5R)-2-formyl-7-methyl-3-aza-bicyclo[3.3.0]-octane-3-carboxylic acid tert.-butyl ester (206 mg, 1 eq) in chloroform (6 mL). After 15 min the mixture was treated with NaBH(OAc)3 (173 mg, 1 eq), and stirred for 16 h. The reaction mixture was poured into a sat. aq. NaHCO3 solution. The layers were separated and the aq. layer was extracted twice with chloroform. The combined org. extracts were washed with sat. NaHCO3 solution, dried ov... The reactants are [Si](C)(C)(C(C)(C)C)OC[C@H](C)NC(=O)C=1N=C(SC1)N1CC(C1)SC=1[C@@H]([C@H]2N(C1C(=O)OCC1=CC=C(C=C1)[N+](=O)[O-])C([C@@H]2[C@@H](C)O)=O)C (p-nitrobenzyl (1R,5S,6S)-2-(1-{4-[(1S)-2-(t-butyldimethylsilyloxy)-1-methyl-ethylcarbamoyl]-1,3-thiazol-2-yl}azetidin-3-yl)thio-6-[(R)-1-hydroxyethyl]-1-methylcarbapen-2-em-3-carboxylate), C(C)(=O)O (acetic acid), [F-].C(CCC)[N+](CCCC)(CCCC)CCCC (tetrabutylammonium fluoride). Run in O1CCCC1 (tetrahydrofuran), O1CCCC1 (tetrahydrofuran). Yields the product OC[C@H](C)NC(=O)C=1N=C(SC1)N1CC(C1)SC=1[C@@H]([C@H]2N(C1C(=O)OCC1=CC=C(C=C1)[N+](=O)[O-])C([C@@H]2[C@@H](C)O)=O)C (p-nitrobenzyl (1R,5S,6S)-2-{1-[4-((1S)-2-hydroxy-1-methylethylcarbamoyl)-1,3-thiazol-2-yl]azetidin-3-yl}thio-6-[(R)-1-hydroxyethyl]-1-methylcarbapen-2-em-3-carboxylate). Yield: 58.4%. RXN SMILES: [Si]([O:8][CH2:9][C@@H:10]([NH:12][C:13]([C:15]1[N:16]=[C:17]([N:20]2[CH2:23][CH:22]([S:24][C:25]3[C@H:26]([CH3:49])[C@@H:27]4[C@@H:44]([C@H:45]([OH:47])[CH3:46])[C:43](=[O:48])[N:28]4[C:29]=3[C:30]([O:32][CH2:33][C:34]3[CH:39]=[CH:38][C:37]([N+:40]([O-:42])=[O:41])=[CH:36][CH:35]=3)=[O:31])[CH2:21]2)[S:18][CH:19]=1)=[O:14])[CH3:11])(C(C)(C)C)(C)C.C(O)(=O)C.[F-].C([N+](CCCC)(CCCC)CCCC)CCC>O1CCCC1>[OH:8][CH2:9][C@@H:10]([NH:12][C:13]([C:15]1[N:16]=[C:17]([N:20]2[CH2:21][CH:22]([S:24][C:25]3[C@H:26]([CH3:49])[C@@H:27]4[C@@H:44]([C@H:45]([OH:47])[CH3:46])[C:43](=[O:48])[N:28]4[C:29]=3[C:30]([O:32][CH2:33][C:34]3[CH:39]=[CH:38][C:37]([N+:40]([O-:42])=[O:41])=[CH:36][CH:35]=3)=[O:31])[CH2:23]2)[S:18][CH:19]=1)=[O:14])[CH3:11] |f:2.3|. Procedure: To a solution of p-nitrobenzyl (1R,5S,6S)-2-(1-{4-[(1S)-2-(t-butyldimethylsilyloxy)-1-methyl-ethylcarbamoyl]-1,3-thiazol-2-yl}azetidin-3-yl)thio-6-[(R)-1-hydroxyethyl]-1-methylcarbapen-2-em-3-carboxylate (940 mg, 1.28 mmol) (obtained as described in Example 40(1)) in tetrahydrofuran (47 ml) were added acetic acid (221 μl, 3.85 mmol) and a solution of 1 M tetrabutylammonium fluoride in tetrahydrofuran (3.85 ml, 3.85 mmol) in an ice bath and the mixture was stirred for 3 days at room temperature. ... The reactants are O1CCCC1 (tetrahydrofuran), O1CCCC1 (tetrahydrofuran), C1(=CC=CC=C1)C (toluene). Product: C1(=CC=CC=C1)CCC=C (4-phenyl-1-butene). Yield: 94.0%. RXN SMILES: O1C[CH2:4][CH2:3][CH2:2]1.[C:6]1([CH3:12])[CH:11]=[CH:10][CH:9]=[CH:8][CH:7]=1>>[C:6]1([CH2:12][CH2:4][CH:3]=[CH2:2])[CH:11]=[CH:10][CH:9]=[CH:8][CH:7]=1. Procedure: Example 1 was repeated except that 1.0 L of tetrahydrofuran was used as a solvent in place of the mixed solvent of 250 ml of tetrahydrofuran and 750 ml of toluene, and 127.0 g (yield 94%) of 4-phenyl-1-butene was obtained. The analysis of the product by gas chromatography indicated the purity of 98.0%.